This data is from the Open Reaction Database (ORD), a public repository of structured organic reaction records. The task is: describe an organic reaction: reactants, conditions, products, and yield The reactants are BrCC1=CC2=CC=CC=C2C=C1 (2-bromomethyl naphthalene), O (water), [OH-].[Na+] (sodium hydroxide), mixture, C(C=C)(=O)O (acrylic acid). Reagents/catalysts: [Cl-].C(C1=CC=CC=C1)[N+](CCCC)(CCCC)CCCC (benzyl tributyl ammonium chloride). The solvent is C(C)(=O)OCC (ethyl acetate). Yields the product C(C=C)(=O)OCC1=CC2=CC=CC=C2C=C1 (2-naphtylmethyl acrylate). Reaction SMILES: O.[OH-].[Na+].[C:4]([OH:8])(=[O:7])[CH:5]=[CH2:6].Br[CH2:10][C:11]1[CH:20]=[CH:19][C:18]2[C:13](=[CH:14][CH:15]=[CH:16][CH:17]=2)[CH:12]=1>[Cl-].C([N+](CCCC)(CCCC)CCCC)C1C=CC=CC=1.C(OCC)(=O)C>[C:4]([O:8][CH2:10][C:11]1[CH:20]=[CH:19][C:18]2[C:13](=[CH:14][CH:15]=[CH:16][CH:17]=2)[CH:12]=1)(=[O:7])[CH:5]=[CH2:6] |f:1.2,5.6|. Procedure details: To 200 ml of distilled water, 81.4 g of sodium hydroxide was added, and 147 g of acrylic acid was dropped thereto under storage in ice. To this, 42.4 g of benzyl tributyl ammonium chloride and 300 g of 2-bromomethyl naphthalene were added and reacted at 75° C. for 2 hours. After the reaction, 800 ml of a mixture of ethyl acetate/hexyane=2/8 (volum ratio) was added thereto, the organic phase was washed with 1% of aqueous solution of acidum hydrochloricum, 1% of tetramethylammonium hydroxy aqueous...